Dataset: the Open Reaction Database (ORD), a public repository of structured organic reaction records. Task: describe an organic reaction: reactants, conditions, products, and yield Reactants: COC(=O)C(=O)Nc1cc(Cl)c(Oc2cc(C(C)C)c(Cl)nn2)c(Cl)c1, CO, [Na+], [OH-]. Product: CC(C)c1cc(Oc2c(Cl)cc(NC(=O)C(=O)O)cc2Cl)nnc1Cl. RXN SMILES: [CH3:1][O:2][C:3]([C:4](=[O:5])[NH:6][c:7]1[cH:8][c:9]([Cl:25])[c:10]([O:14][c:15]2[n:16][n:17][c:18]([Cl:24])[c:19]([CH:21]([CH3:22])[CH3:23])[cH:20]2)[c:11]([Cl:13])[cH:12]1)=[O:26].[CH3:29][OH:30].[Na+:28].[OH-:27]>>[O:2]=[C:3]([C:4](=[O:5])[NH:6][c:7]1[cH:8][c:9]([Cl:25])[c:10]([O:14][c:15]2[n:16][n:17][c:18]([Cl:24])[c:19]([CH:21]([CH3:22])[CH3:23])[cH:20]2)[c:11]([Cl:13])[cH:12]1)[OH:26].